From a dataset of the Open Reaction Database (ORD), a public repository of structured organic reaction records. describe an organic reaction: reactants, conditions, products, and yield Starting materials: FC(C(F)(F)I)(C(F)(F)F)F (Heptafluoropropyliodide), ClCC(=O)CCl (1,3-dichloroacetone), C1(=CC=CC=C1)[Mg]Br (phenylmagnesium bromide), solution, C(C)(=O)O (acetic acid). Run in C(C)OCC (diethylether), O (water), C(C)OCC (diethylether), C(C)OCC (ethyl ether), C(C)OCC (diethylether). Run at temperature -20 celsius, time 1 hour. The product is ClCC(CCl)(O)C(C(C(F)(F)F)(F)F)(F)F (1,3-dichloro-2-(heptafluoropropyl)propan-2-ol). As a reaction SMILES: [F:1][C:2]([F:11])([C:7]([F:10])([F:9])[F:8])[C:3](I)([F:5])[F:4].C1([Mg]Br)C=CC=CC=1.[Cl:20][CH2:21][C:22]([CH2:24][Cl:25])=[O:23].C(O)(=O)C>C(OCC)C.O>[Cl:20][CH2:21][C:22]([C:3]([F:5])([F:4])[C:2]([F:11])([F:1])[C:7]([F:10])([F:9])[F:8])([OH:23])[CH2:24][Cl:25]. Procedure: Heptafluoropropyliodide (5 g, 6.9 mmole) was stirred at -78° C. in dry diethylether (20 ml). A solution of phenylmagnesium bromide in ethyl ether (10 ml of a 1.88 M solution) was added over a half-hour period. When this addition was complete, the reaction mixture was stirred at -20° C. for one hour. To this solution was added, at -78° C., 1,3-dichloroacetone (3.25 g, 25.6 mmole) in dry diethylether (20 ml) dropwise, keeping the temperature below -65° C. The mixture was then stirred four hours be... Solvent: CO (methanol). RXN SMILES: C(OC([NH:8][CH2:9][CH2:10][CH2:11][CH2:12][N:13]1[C:23](=[O:24])[C:22]2[N:25]3[C:15](=[CH:16][N:17]=[C:18]3[CH:19]=[CH:20][CH:21]=2)[C:14]1=[O:26])=O)(C)(C)C.[ClH:27]>CO>[ClH:27].[ClH:27].[NH2:8][CH2:9][CH2:10][CH2:11][CH2:12][N:13]1[C:23](=[O:24])[C:22]2[N:25]3[C:15](=[CH:16][N:17]=[C:18]3[CH:19]=[CH:20][CH:21]=2)[C:14]1=[O:26] |f:3.4.5|. Product: Cl.Cl.NCCCCN1C(C2=CN=C3C=CC=C(C1=O)N32)=O (4,5-dihydro-4-[4-(amino)butan-1-yl]-3H-1,4,8b-triazaacenaphthylene-3,5-dione.dihydrochloride). Starting materials: C(C)(C)(C)OC(=O)NCCCCN1C(C2=CN=C3C=CC=C(C1=O)N32)=O (4,5-dihydro-4-[4-(tert-butoxycarbonylamino)butan-1-yl]-3H-1,4,8b-triazaacenaphthylene-3,5-dione), Cl (HCl). Procedure details: To a solution of 3.58 g (10.0 mmol) of 4,5-dihydro-4-[4-(tert-butoxycarbonylamino)butan-1-yl]-3H-1,4,8b-triazaacenaphthylene-3,5-dione in 30 ml of methanol was added 15 ml of conc. HCl. The mixture was stirred for one hour at room temperature. The solvent was distilled off. To the residue were added ethanol and ether. The resulting precipitate was collected by filtration and dried to give 3.28 g of the desired compound (99.1%, white solid), m.p.250.0-252.0° C. Run at time 1 hour. The yield is 99.1%. Reactants: CC(=O)OC(C)=O, ClCCl, NCCCCNS(=O)(=O)c1ccc(-c2ccccc2)cc1, O, c1ccncc1. Yields the product CC(=O)NCCCCNS(=O)(=O)c1ccc(-c2ccccc2)cc1. As a reaction SMILES: [CH3:23][C:24](=[O:25])[O:26][C:27](=[O:28])[CH3:29].[Cl:36][CH2:37][Cl:38].[NH2:1][CH2:2][CH2:3][CH2:4][CH2:5][NH:6][S:7](=[O:8])(=[O:9])[c:10]1[cH:11][cH:12][c:13](-[c:16]2[cH:17][cH:18][cH:19][cH:20][cH:21]2)[cH:14][cH:15]1.[OH2:22].[cH:30]1[cH:31][cH:32][n:33][cH:34][cH:35]1>>[NH:1]([CH2:2][CH2:3][CH2:4][CH2:5][NH:6][S:7](=[O:8])(=[O:9])[c:10]1[cH:11][cH:12][c:13](-[c:16]2[cH:17][cH:18][cH:19][cH:20][cH:21]2)[cH:14][cH:15]1)[C:24]([CH3:23])=[O:25]. Reactants: ClP(C(C)(C)C)C(C)(C)C (chlorodi-t-butylphosphine), C1(=CC=CC=C1)C(=C(C)P(C1=CC=CC=C1)C1=CC=CC=C1)C1=CC=CC=C1 (1,1-Diphenyl-2-(diphenylphosphino)propene), [Mg] (magnesium), II (Iodine), BrC1=CC=CC=C1 (bromobenzene). Procedure: Into a reactor were introduced 1.37 g (5.0 mmol) of the 2-bromo-11-diphenylpropene obtained in Example 1 (2), 0.134 g (5.5 mmol) of magnesium, and 11 mL of THF under a nitrogen atmosphere. Iodine and bromobenzene were added to the mixture in a slight amount to ascertain initiation of a reaction. Thereafter, the reaction mixture was refluxed for 2 hours and then cooled. Thereto were added 0.520 g (5.3 mmol) of copper chloride and 1.1 mL (5.5 mmol) of chlorodi-t-butylphosphine. This reaction mixtu... The yield is 43.5%. Run in CCCCCCC (heptane), C1CCOC1 (THF). The product is C1(=CC=CC=C1)C(=C(C)P(C(C)(C)C)C(C)(C)C)C1=CC=CC=C1 (1,1-Diphenyl-2-(di-tert-butylphosphino)propene). RXN SMILES: [C:1]1([C:7]([C:23]2[CH:28]=[CH:27][CH:26]=[CH:25][CH:24]=2)=[C:8](P(C2C=CC=CC=2)C2C=CC=CC=2)[CH3:9])[CH:6]=[CH:5][CH:4]=[CH:3][CH:2]=1.[Mg].II.BrC1C=CC=CC=1.Cl[P:40]([C:45]([CH3:48])([CH3:47])[CH3:46])[C:41]([CH3:44])([CH3:43])[CH3:42]>[Cu](Cl)Cl.CCCCCCC.C1COCC1>[C:1]1([C:7]([C:23]2[CH:24]=[CH:25][CH:26]=[CH:27][CH:28]=2)=[C:8]([P:40]([C:45]([CH3:48])([CH3:47])[CH3:46])[C:41]([CH3:44])([CH3:43])[CH3:42])[CH3:9])[CH:6]=[CH:5][CH:4]=[CH:3][CH:2]=1. Reagents/catalysts: [Cu](Cl)Cl (copper chloride). Starting materials: C(CCCCCCCCCCCCCCC)SCC(CBr)OC ((+)-1-hexadecylthio-2-methoxy-3-bromopropane), CN(C)CCO (N,N-dimethylaminoethanol), CN(C)C=O (DMF). Solvent: CCOCC (ether). Conditions: time 24 hour. Product: [Br-].C(CCCCCCCCCCCCCCC)SCC(C[N+](CCO)(C)C)OC ((±)-3-hexadecylthio-2-methoxy-N,N-dimethyl-N-β-hydroxyethyl-1 -propyl ammonium bromide). The yield is 32.0%. As a reaction SMILES: [CH2:1]([S:17][CH2:18][CH:19]([O:22][CH3:23])[CH2:20][Br:21])[CH2:2][CH2:3][CH2:4][CH2:5][CH2:6][CH2:7][CH2:8][CH2:9][CH2:10][CH2:11][CH2:12][CH2:13][CH2:14][CH2:15][CH3:16].[CH3:24][N:25]([CH2:27][CH2:28][OH:29])[CH3:26].CN(C=O)C>CCOCC>[Br-:21].[CH2:1]([S:17][CH2:18][CH:19]([O:22][CH3:23])[CH2:20][N+:25]([CH3:26])([CH3:24])[CH2:27][CH2:28][OH:29])[CH2:2][CH2:3][CH2:4][CH2:5][CH2:6][CH2:7][CH2:8][CH2:9][CH2:10][CH2:11][CH2:12][CH2:13][CH2:14][CH2:15][CH3:16] |f:4.5|. Procedure: Into a two neck 25 ml round bottom flask equipped with an air condenser, thermometer and stir bar, was placed 2.0 g (0.005 mol) of (+)-1-hexadecylthio-2-methoxy-3-bromopropane, 0.5 ml (0.006 mol) of N,N-dimethylaminoethanol and 15 ml of DMF. The solution was maintained at 45°-50° C. for 72 hours with continuous stirring. The reaction mixture was then cooled to room temperature, 125 ml of ether was added and the solution was kept at 0° C. for 24 hours. The resulting precipitate (800 mg) was filte... The reactants are BrC1=CC=C2N=CC(=NC2=C1)N1CCC(CC1)NCCS(=O)(=O)C (1-(7-bromo-2-quinoxalinyl)-N-[2-(methylsulfonyl)ethyl]-4-piperidinamine), CC1(OB(OC1(C)C)C=1C=C(C=NC1)NS(=O)(=O)C1=CC=CC=C1)C (N-[5-(4,4,5,5-tetramethyl-1,3,2-dioxaborolan-2-yl)-3-pyridinyl]benzenesulfonamide), solution, C([O-])([O-])=O.[K+].[K+] (potassium carbonate). Solvent: O1CCOCC1 (1,4-dioxane). Product: CS(=O)(=O)CCNC1CCN(CC1)C=1C=NC2=CC=C(C=C2N1)C=1C=C(C=NC1)NS(=O)(=O)C1=CC=CC=C1 (N-{5-[3-(4-{[2-(methylsulfonyl)ethyl]amino}-1-piperidinyl)-6-quinoxalinyl]-3-pyridinyl}benzenesulfonamide). The yield is 5.5%. RXN SMILES: Br[C:2]1[CH:11]=[C:10]2[C:5]([N:6]=[CH:7][C:8]([N:12]3[CH2:17][CH2:16][CH:15]([NH:18][CH2:19][CH2:20][S:21]([CH3:24])(=[O:23])=[O:22])[CH2:14][CH2:13]3)=[N:9]2)=[CH:4][CH:3]=1.CC1(C)C(C)(C)OB([C:33]2[CH:34]=[C:35]([NH:39][S:40]([C:43]3[CH:48]=[CH:47][CH:46]=[CH:45][CH:44]=3)(=[O:42])=[O:41])[CH:36]=[N:37][CH:38]=2)O1.C(=O)([O-])[O-].[K+].[K+]>O1CCOCC1>[CH3:24][S:21]([CH2:20][CH2:19][NH:18][CH:15]1[CH2:16][CH2:17][N:12]([C:8]2[CH:7]=[N:6][C:5]3[C:10]([N:9]=2)=[CH:11][C:2]([C:33]2[CH:34]=[C:35]([NH:39][S:40]([C:43]4[CH:44]=[CH:45][CH:46]=[CH:47][CH:48]=4)(=[O:41])=[O:42])[CH:36]=[N:37][CH:38]=2)=[CH:3][CH:4]=3)[CH2:13][CH2:14]1)(=[O:23])=[O:22] |f:2.3.4|. Procedure details: A slurry of a 1-(7-bromo-2-quinoxalinyl)-N-[2-(methylsulfonyl)ethyl]-4-piperidinamine (0.48 mmol), N-[5-(4,4,5,5-tetramethyl-1,3,2-dioxaborolan-2-yl)-3-pyridinyl]benzenesulfonamide (0.53 mmol), and [1,1′-bis(diphenylphosphino)ferrocene]dichloropalladium(II) dichloromethane complex (1:1) (0.03 mmol) in 1,4-dioxane (4 ml) and 2M solution potassium carbonate (2 ml) was stirred at 100° C. for 3 hours. The reaction was cooled to ambient temperature, separated the organic layer and purified directly o... The reactants are ClC1=C(C#N)C=CC=C1C (2-chloro-3-methylbenzonitrile), C1CC(=O)N(C1=O)Br (NBS), CC(C)(C#N)N=NC(C)(C)C#N (AIBN). Run in ClC1=CC=CC=C1 (chlorobenzene). Conditions: temperature 80 celsius, time 2 hour. Product: BrCC=1C(=C(C#N)C=CC1)Cl (3-(bromomethyl)-2-chlorobenzonitrile). RXN SMILES: [Cl:1][C:2]1[C:9]([CH3:10])=[CH:8][CH:7]=[CH:6][C:3]=1[C:4]#[N:5].C1C(=O)N([Br:18])C(=O)C1.CC(N=NC(C#N)(C)C)(C#N)C>ClC1C=CC=CC=1>[Br:18][CH2:10][C:9]1[C:2]([Cl:1])=[C:3]([CH:6]=[CH:7][CH:8]=1)[C:4]#[N:5]. Procedure details: A soln. of 2-chloro-3-methylbenzonitrile (6.6 mmol) in 25 mL chlorobenzene was heated to 50° C. when NBS (7.9 mmol) was added. The flask was purged with Ar before AIBN (0.66 mmol) was added at once still at 50° C. The reaction mixture was stirred at 80° C. for 2 h. The solvent was evaporated off, the resulting residue was redissolved in Et2O and washed 3 times with 1N HCl soln. and brine. It was dried over MgSO4 and conc. in vacuo. Purification with CC (0-15% EtOAc/Hept) gives the desired compou...